Dataset: the Open Reaction Database (ORD), a public repository of structured organic reaction records. Task: describe an organic reaction: reactants, conditions, products, and yield Starting materials: C(C)[Mg]Br (ethylmagnesiumbromide), C(C)Br (ethylbromide), [Mg] (magnesium), C(C)(C)(C)OC(C1=CC(=NC(=C1)C)Cl)=O (2-chloro-6-methyl-isonicotinic acid tert-butyl ester), Fe(acac)3. Solvent: CCOCC (Et2O), CCOCC (Et2O), C1CCOC1 (THF), CN1CCCC1=O (NMP). The product is C(C)(C)(C)OC(C1=CC(=NC(=C1)C)CC)=O (2-ethyl-6-methyl-isonicotinic acid tert-butyl ester). Reaction SMILES: [CH2:1]([Mg]Br)[CH3:2].C(Br)C.[Mg].[C:9]([O:13][C:14](=[O:23])[C:15]1[CH:20]=[C:19]([CH3:21])[N:18]=[C:17](Cl)[CH:16]=1)([CH3:12])([CH3:11])[CH3:10]>CCOCC.C1COCC1.CN1C(=O)CCC1>[C:9]([O:13][C:14](=[O:23])[C:15]1[CH:20]=[C:19]([CH3:21])[N:18]=[C:17]([CH2:1][CH3:2])[CH:16]=1)([CH3:12])([CH3:11])[CH3:10]. Procedure details: A solution of ethylmagnesiumbromide (freshly prepared from ethylbromide (392 mg, 3.6 mmol) and magnesium (83 mg, 3.4 mmol)) in Et2O (10 mL) is added to a cooled (−40° C.) and mechanically stirred solution of 2-chloro-6-methyl-isonicotinic acid tert-butyl ester (0.76 g, 3.34 mmol), Fe(acac)3 (21.2 mg, 0.06 mmol) and NMP (0.6 mL) in THF (60 mL). The mixture is warmed to rt during 0.5 h, diluted with Et2O (150 mL) and quenched with aq. KHSO4 (1 M, 40 mL). The phases are separated and the aq. phase ...